From a dataset of the Open Reaction Database (ORD), a public repository of structured organic reaction records. describe an organic reaction: reactants, conditions, products, and yield Yields the product C1(=CC=CC=C1)C(=CCCCCC)C1=CC=CC=C1 (1,1-diphenyl-1-heptene). As a reaction SMILES: [C:1]([C:9]1[CH:14]=[CH:13][CH:12]=[CH:11][CH:10]=1)(=O)[C:2]1[CH:7]=[CH:6][CH:5]=[CH:4][CH:3]=1.Cl>C1(C)C=CC=CC=1>[C:2]1([C:1]([C:9]2[CH:14]=[CH:13][CH:12]=[CH:11][CH:10]=2)=[CH:10][CH2:9][CH2:1][CH2:2][CH2:3][CH3:4])[CH:7]=[CH:6][CH:5]=[CH:4][CH:3]=1. Reactants: Cl (HCl), compound, C(C1=CC=CC=C1)(=O)C1=CC=CC=C1 (benzophenone). Reported procedure: A solution of 18 mmol of the compound from Example 1 in 10 milliliters of toluene was mixed with a solution of 5.0 grams (17.8 mmol) of benzophenone in 25 milliliters of anhydrous toluene. After 16 hours stirring at 25° C. the reaction mixture was slowly and cautiously hydrolyzed with gas evolution noted at 0° C. with 5 milliliters of 1N aqueous HCl. The separated organic layer was washed with aqueous NaHCO3, dried over anhydrous MgSO4 and evaporated. Gas chromatographic analysis and mass spectr... The solvent is C1(=CC=CC=C1)C (toluene), C1(=CC=CC=C1)C (toluene). Reaction conditions: temperature 25 celsius, time 16 hour.